Task: describe an organic reaction: reactants, conditions, products, and yield. Dataset: the Open Reaction Database (ORD), a public repository of structured organic reaction records Reactants: [H-].[Na+] (NaH), COC(CO)=O (hydroxyacetic acid methyl ester), CS(=O)(=O)C1=NC2=C(N1COCC[Si](C)(C)C)C=CC(=C2)C#CC2=CC=C(C=C2)CO ({4-[2-Methanesulfonyl-1-(2-trimethylsilanyl-ethoxymethyl)-1H-benzoimidazol-5-ylethynyl]-phenyl}-methanol), CS(=O)(=O)C1=NC2=C(N1COCC[Si](C)(C)C)C=CC(=C2)C#CC2=CC=C(C=C2)CO ({4-[2-Methanesulfonyl-1-(2-trimethylsilanyl-ethoxymethyl)-1H-benzoimidazol-5-ylethynyl]-phenyl}-methanol). Solvent: C1CCOC1 (THF), C(C)#N (ACN), C1CCOC1 (THF). Conditions: time 5 minute. The product is OCC1=CC=C(C=C1)C#CC1=CC2=C(N(C(=N2)OCC(=O)O)COCC[Si](C)(C)C)C=C1 ([5-(4-Hydroxymethyl-phenylethynyl)-1-(2-trimethylsilanyl-ethoxymethyl)-1H-benzoimidazol-2-yloxy]-acetic acid). As a reaction SMILES: [H-].[Na+].C[O:4][C:5](=[O:8])[CH2:6][OH:7].CS([C:13]1[N:17]([CH2:18][O:19][CH2:20][CH2:21][Si:22]([CH3:25])([CH3:24])[CH3:23])[C:16]2[CH:26]=[CH:27][C:28]([C:30]#[C:31][C:32]3[CH:37]=[CH:36][C:35]([CH2:38][OH:39])=[CH:34][CH:33]=3)=[CH:29][C:15]=2[N:14]=1)(=O)=O>C1COCC1.C(#N)C>[OH:39][CH2:38][C:35]1[CH:36]=[CH:37][C:32]([C:31]#[C:30][C:28]2[CH:27]=[CH:26][C:16]3[N:17]([CH2:18][O:19][CH2:20][CH2:21][Si:22]([CH3:25])([CH3:24])[CH3:23])[C:13]([O:7][CH2:6][C:5]([OH:4])=[O:8])=[N:14][C:15]=3[CH:29]=2)=[CH:33][CH:34]=1 |f:0.1|. Procedure details: A 20 mL scintillation vial equipped with a septum cap and a magnetic stirring bar was charged under N2 with NaH (12.0 mg, 60% suspension in mineral oil, 0.30 mmol). A solution of hydroxyacetic acid methyl ester (54.0 mg, 0.60 mmol) in THF (1.0 mL) was added dropwise to the vial. Immediately after the addition was complete, a solution of {4-[2-methanesulfonyl-1-(2-trimethylsilanyl-ethoxymethyl)-1H-benzoimidazol-5-ylethynyl]-phenyl}-methanol (compound 47-1, 49.1 mg, 0.100 mmol) in THF (1 mL) was a... Reactants: 4d, ClC=1C=C(C=CC1Cl)N1C(=NC(C1=O)=O)SC (1-(3,4-dichlorophenyl)-2-methylsulfanyl-1H-imidazole-4,5-dione), C(C)(C)NC(=N)NC(=O)CC (N-isopropyl-N′-(ethylcarbonyl)guanidine). Solvent: C(Cl)(Cl)Cl (CHCl3). Run at temperature 50 celsius. Yields the product ClC=1C=C(C=CC1Cl)N1C(NC(C1=O)=O)=NC(=NC(=O)CC)NC(C)C (N-[-(3,4-dichlorophenyl)-4,5-dioxo-imidazolidin-2-ylidene]-N′-isopropyl-N″-(ethylcarbonyl)guanidine). Isolated yield 24.2%. As a reaction SMILES: [Cl:1][C:2]1[CH:3]=[C:4]([N:9]2[C:13](=[O:14])[C:12](=[O:15])[N:11]=[C:10]2SC)[CH:5]=[CH:6][C:7]=1[Cl:8].[CH:18]([NH:21][C:22]([NH:24][C:25]([CH2:27][CH3:28])=[O:26])=[NH:23])([CH3:20])[CH3:19]>C(Cl)(Cl)Cl>[Cl:1][C:2]1[CH:3]=[C:4]([N:9]2[C:13](=[O:14])[C:12](=[O:15])[NH:11][C:10]2=[N:23][C:22]([NH:21][CH:18]([CH3:19])[CH3:20])=[N:24][C:25]([CH2:27][CH3:28])=[O:26])[CH:5]=[CH:6][C:7]=1[Cl:8]. Procedure: Adapted the alternative method for the preparation of 4d as follows: To the solution of the crude dione 15 (0.413 g, 1.429 mmol) in 50 ml of dry CHCl3 was added N-isopropyl-N′-(ethylcarbonyl)guanidine (0.206 g, 1.191 mmol). The reaction mixture was heated at 50° C. for 48 hours. The reaction was quenched with water, extracted with chloroform and dried over Na2SO4. The solvent was removed in vacuo and the crude product was purified with a silica gel column using 3% EtOAc/CHCl3 as eluent to yield ... Product: ClC1=C(C(=C(C(=C1)F)NC(C)=O)OC)[N+](=O)[O-] (N-(4-Chloro-6-fluoro-2-methoxy-3-nitrophenyl)acetamide). The reactants are O([Na])[Si](C)(C)C (NaOSi(CH3)3), ClC1=C(C(=C(C(=C1)F)NC(C)=O)F)[N+](=O)[O-] (N-(4-chloro-2,6-difluoro-3-nitro-phenyl)acetamide), O1CCCC1 (tetrahydrofuran). Reported procedure: A solution of 72.5 g (647 mmol) of NaOSi(CH3)3 in 25 ml of tetrahydrofuran was added dropwise at approximately 20° C. to a solution of 81 g (323 mmol) of N-(4-chloro-2,6-difluoro-3-nitro-phenyl)acetamide in 490 ml of dioxane and 50 ml of methanol. The mixture was subsequently heated for two hours at reflux temperature. After cooling and concentrating, the crude product (black oil) was stirred into ice-cold 10% strength hydrochloric acid. The resulting product of value was then extracted with eth... As a reaction SMILES: O([Si](C)(C)C)[Na].[Cl:7][C:8]1[CH:13]=[C:12]([F:14])[C:11]([NH:15][C:16](=[O:18])[CH3:17])=[C:10](F)[C:9]=1[N+:20]([O-:22])=[O:21].[O:23]1CCC[CH2:24]1>O1CCOCC1.CO>[Cl:7][C:8]1[CH:13]=[C:12]([F:14])[C:11]([NH:15][C:16](=[O:18])[CH3:17])=[C:10]([O:23][CH3:24])[C:9]=1[N+:20]([O-:22])=[O:21]. Isolated yield 63.0%. Solvent: O1CCOCC1 (dioxane), CO (methanol).